Dataset: the Open Reaction Database (ORD), a public repository of structured organic reaction records. Task: describe an organic reaction: reactants, conditions, products, and yield The reactants are C(C)C1C(NC(N1)=O)=O (5-ethylimidazolidine-2,4-dione), CI (methyl iodide). Product: C(C)C1C(N(C(N1)=O)C)=O (5-ethyl-3-methylimidazolidine-2,4-dione). Reaction SMILES: [CH2:1]([CH:3]1[NH:7][C:6](=[O:8])[NH:5][C:4]1=[O:9])[CH3:2].[CH3:10]I>>[CH2:1]([CH:3]1[NH:7][C:6](=[O:8])[N:5]([CH3:10])[C:4]1=[O:9])[CH3:2]. Reported procedure: Using 5-ethylimidazolidine-2,4-dione (1.00 g) and methyl iodide (0.51 mL) and by the reaction and treatment in the same manner as in Preparation Example 214, the title compound (0.52 g) was obtained. Starting materials: C(C)(C)(C)C1(CCN(CC1)C(=O)C1C2=C(CCC3=C1C=CC=C3)C=CC=C2)O (4-tert-butyl-1-[(10,11-dihydro-5H-dibenzo[a,d]cyclohepten-5-yl)-carbonyl]-4-piperidinol), resultant mixture, [H-].[Al+3].[Li+].[H-].[H-].[H-] (lithium aluminum hydride), S(O)(O)(=O)=O (sulfuric acid), resultant mixture. Solvent: O1CCCC1 (tetrahydrofuran), O1CCCC1 (tetrahydrofuran). Run at time 24 hour. Product: C(C)(C)(C)C1(CCN(CC1)CC1C2=C(CCC3=C1C=CC=C3)C=CC=C2)O (4-tert-butyl-1-[(10,11-dihydro-5H-dibenzo[a,d]-cyclohepten-5-yl)methyl]-4-piperidinol). As a reaction SMILES: [H-].[Al+3].[Li+].[H-].[H-].[H-].S(=O)(=O)(O)O.[C:12]([C:16]1([OH:39])[CH2:21][CH2:20][N:19]([C:22]([CH:24]2[C:30]3[CH:31]=[CH:32][CH:33]=[CH:34][C:29]=3[CH2:28][CH2:27][C:26]3[CH:35]=[CH:36][CH:37]=[CH:38][C:25]2=3)=O)[CH2:18][CH2:17]1)([CH3:15])([CH3:14])[CH3:13]>O1CCCC1>[C:12]([C:16]1([OH:39])[CH2:21][CH2:20][N:19]([CH2:22][CH:24]2[C:25]3[CH:38]=[CH:37][CH:36]=[CH:35][C:26]=3[CH2:27][CH2:28][C:29]3[CH:34]=[CH:33][CH:32]=[CH:31][C:30]2=3)[CH2:18][CH2:17]1)([CH3:15])([CH3:13])[CH3:14] |f:0.1.2.3.4.5|. Procedure: To a cooled solution of lithium aluminum hydride in tetrahydrofuran (35.3 parts by volume of 0.9 M) is added 0.85 parts by volume of concentrated sulfuric acid dropwise over 5 minutes. The resultant mixture is stirred at 0° C. for about 1 hour and then solution of 3 parts of 4-tert-butyl-1-[(10,11-dihydro-5H-dibenzo[a,d]cyclohepten-5-yl)-carbonyl]-4-piperidinol in 50 parts by volume of tetrahydrofuran is added over a 5 minute period. The resultant mixture is allowed to warm to room temperature a...